Dataset: the Open Reaction Database (ORD), a public repository of structured organic reaction records. Task: describe an organic reaction: reactants, conditions, products, and yield Starting materials: FC1=CC=C(CN2C=CC=3C2=CN=C(C3CCCO)C(=O)OCC)C=C1 (ethyl 1-(4-fluorobenzyl)-4-(3-hydroxypropyl)-1H-pyrrolo[2,3-c]pyridine-5-carboxylate), [OH-].[Na+] (sodium hydroxide), NO (hydroxylamine), C(C)(=O)O (acetic acid). Run in CO (MeOH). Reaction conditions: time 18 hour. Product: FC1=CC=C(CN2C=CC=3C2=CN=C(C3CCCO)C(=O)NO)C=C1 (1-(4-Fluorobenzyl)-N-hydroxy-4-(3-hydroxypropyl)-1H-pyrrolo[2,3-c]pyridine-5-carboxamide). The yield is 19.4%. Reaction SMILES: [F:1][C:2]1[CH:26]=[CH:25][C:5]([CH2:6][N:7]2[C:11]3=[CH:12][N:13]=[C:14]([C:20](OCC)=[O:21])[C:15]([CH2:16][CH2:17][CH2:18][OH:19])=[C:10]3[CH:9]=[CH:8]2)=[CH:4][CH:3]=1.[OH-:27].[Na+].[NH2:29]O.C(O)(=O)C>CO>[F:1][C:2]1[CH:26]=[CH:25][C:5]([CH2:6][N:7]2[C:11]3=[CH:12][N:13]=[C:14]([C:20]([NH:29][OH:27])=[O:21])[C:15]([CH2:16][CH2:17][CH2:18][OH:19])=[C:10]3[CH:9]=[CH:8]2)=[CH:4][CH:3]=1 |f:1.2|. Procedure details: To a solution of ethyl 1-(4-fluorobenzyl)-4-(3-hydroxypropyl)-1H-pyrrolo[2,3-c]pyridine-5-carboxylate (22 mg, 0.06 mmol) in MeOH (3 mL) was added sodium hydroxide (15 mg, 0.38 mmol) and hydroxylamine (50 wt. % in water) (82.5 mg, 1.25 mmol). The resulting mixture was stirred for 18 h at room temperature. The mixture was neutralized by acetic acid and concentrated. The title compound was purified by preparative HPLC to provide the title compound as a white powder (4 mg, 19% yield). 1H NMR (300 MH... Starting materials: ClC=1C(=NC=CN1)C1CCN(CC1)C(=O)OC(C)(C)C (tert-butyl 4-(3-chloropyrazin-2-yl)piperidine-1-carboxylate), FC(C(=O)O)(F)F (trifluoroacetic acid). Solvent: ClCCl (dichloromethane). Product: ClC1=NC=CN=C1C1CCNCC1 (2-chloro-3-(piperidin-4-yl)pyrazine). Isolated yield 245.6%. RXN SMILES: [Cl:1][C:2]1[C:3]([CH:8]2[CH2:13][CH2:12][N:11](C(OC(C)(C)C)=O)[CH2:10][CH2:9]2)=[N:4][CH:5]=[CH:6][N:7]=1.FC(F)(F)C(O)=O>ClCCl>[Cl:1][C:2]1[C:3]([CH:8]2[CH2:13][CH2:12][NH:11][CH2:10][CH2:9]2)=[N:4][CH:5]=[CH:6][N:7]=1. Procedure details: To a well stirred solution of tert-butyl 4-(3-chloropyrazin-2-yl)piperidine-1-carboxylate (92 g, 0.309 mol, 1 eq.) in dichloromethane (1 L) was added trifluoroacetic acid (119 mL, 1.545 mol, 5 eq.). The resulting mixture was heated to reflux overnight (16 h). The mixture was concentrated and the resulting TFA salt was dried with toluene (500 mL) azetropically to give 150 g 2-chloro-3-(piperidin-4-yl)pyrazine. This was used in the next step without further purification.